This data is from the Open Reaction Database (ORD), a public repository of structured organic reaction records. The task is: describe an organic reaction: reactants, conditions, products, and yield The reactants are ClC1=CC2=C(C(NC3=C(N2C(=O)Cl)N=CC=C3)=O)C=C1 (9-chloro-11-(chlorocarbonyl)-5,11-dihydro-6H-pyrido[2,3-b][1,4]benzodiazepin-6-one), CC(C)N(CCCC1CCN(CC1)CCN)C(C)C (2-[4-[3-[bis(methylethyl)amino]propyl]-piperidin-l-yl]ethanamine). The solvent is C(C)#N (acetonitrile). Product: CC(C)N(CCCC1CCN(CC1)CCNC(=O)N1C2=C(NC(C3=C1C=C(C=C3)Cl)=O)C=CC=N2)C(C)C (11-[[[2-[4-[3-[Bis(methylethyl)amino]propyl]-piperidin-l-yl]ethyl]amino]carbonyl]-9-chloro-5,11-dihydro-6H-pyrido[2,3-b][1,4]benzodiazepin-6-one). The yield is 44.0%. RXN SMILES: [Cl:1][C:2]1[CH:20]=[CH:19][C:5]2[C:6](=[O:18])[NH:7][C:8]3[CH:17]=[CH:16][CH:15]=[N:14][C:9]=3[N:10]([C:11](Cl)=[O:12])[C:4]=2[CH:3]=1.[CH3:21][CH:22]([N:24]([CH:37]([CH3:39])[CH3:38])[CH2:25][CH2:26][CH2:27][CH:28]1[CH2:33][CH2:32][N:31]([CH2:34][CH2:35][NH2:36])[CH2:30][CH2:29]1)[CH3:23]>C(#N)C>[CH3:39][CH:37]([N:24]([CH:22]([CH3:23])[CH3:21])[CH2:25][CH2:26][CH2:27][CH:28]1[CH2:29][CH2:30][N:31]([CH2:34][CH2:35][NH:36][C:11]([N:10]2[C:4]3[CH:3]=[C:2]([Cl:1])[CH:20]=[CH:19][C:5]=3[C:6](=[O:18])[NH:7][C:8]3[CH:17]=[CH:16][CH:15]=[N:14][C:9]2=3)=[O:12])[CH2:32][CH2:33]1)[CH3:38]. Procedure details: Prepared analogously to Example 1 from 9-chloro-11-(chlorocarbonyl)-5,11-dihydro-6H-pyrido[2,3-b][1,4]benzodiazepin-6-one and 2-[4-[3-[bis(methylethyl)amino]propyl]-piperidin-l-yl]ethanamine in a yield of 44% of theory. Colourless crystals, m.p. 175°-176° C. (acetonitrile). Starting materials: O=C([O-])O, ClCCl, CN(C)C=O, [Na+], OCc1cccc(OCc2ccc3ccccc3n2)c1, O=S(Cl)Cl. Product: ClCc1cccc(OCc2ccc3ccccc3n2)c1. As a reaction SMILES: [C:30](=[O:31])([OH:32])[O-:33].[CH2:35]([Cl:36])[Cl:37].[CH3:21][N:22]([CH3:23])[CH:24]=[O:25].[Na+:34].[OH:1][CH2:2][c:3]1[cH:4][c:5]([O:6][CH2:7][c:8]2[n:9][c:10]3[cH:11][cH:12][cH:13][cH:14][c:15]3[cH:16][cH:17]2)[cH:18][cH:19][cH:20]1.[S:26]([Cl:27])([Cl:28])=[O:29]>>[CH2:2]([c:3]1[cH:4][c:5]([O:6][CH2:7][c:8]2[n:9][c:10]3[cH:11][cH:12][cH:13][cH:14][c:15]3[cH:16][cH:17]2)[cH:18][cH:19][cH:20]1)[Cl:28]. The reactants are C1(=C(C(=C(C(=C1F)F)F)N)F)N.Cl.Cl (dihydrochloride), [N+](=O)([O-])C1=CC(=C(C=C1)NCC(CO)O)C (3-(4-nitro-2-methylphenylamino)propane-1,2-diol). The reagents and catalysts are [Zn].[Cl-].[NH4+].O.C(C)O (zinc ammonium chloride water ethanol). Product: Cl.Cl.NC1=CC(=C(C=C1)NCC(CO)O)C (3-(4-amino-2-methylphenylamino)propane-1,2-diol Dihydrochloride). RXN SMILES: [N+:1]([C:4]1[CH:9]=[CH:8][C:7]([NH:10][CH2:11][CH:12]([OH:15])[CH2:13][OH:14])=[C:6]([CH3:16])[CH:5]=1)([O-])=O.C1(N)C(F)=C(F)C(F)=C(N)C=1F.[ClH:29].Cl>[Zn].[Cl-].[NH4+].O.C(O)C>[ClH:29].[ClH:29].[NH2:1][C:4]1[CH:9]=[CH:8][C:7]([NH:10][CH2:11][CH:12]([OH:15])[CH2:13][OH:14])=[C:6]([CH3:16])[CH:5]=1 |f:1.2.3,4.5.6.7.8,9.10.11|. Reported procedure: The 3-(4-nitro-2-methylphenylamino)propane-1,2-diol (7) obtained above was reduced with a boiling zinc/ammonium chloride/water/ethanol mixture. The corresponding amine was isolated in dihydrochloride form. The reactants are CCOC(C)=O, CC(Cl)Cl, FC(F)(F)c1nc2c(N3CCNCC3)cccc2[nH]1, O=CCCCOc1ccc2c(n1)NC(=O)CC2. Yields the product O=C1CCc2ccc(OCCCCN3CCN(c4cccc5nc(C(F)(F)F)[nH]c45)CC3)nc2N1. Reaction SMILES: [CH3:41][CH2:42][O:43][C:44](=[O:45])[CH3:46].[Cl:37][CH:38]([Cl:39])[CH3:40].[N:18]1([c:24]2[cH:25][cH:26][cH:27][c:28]3[nH:29][c:30]([C:33]([F:34])([F:35])[F:36])[n:31][c:32]23)[CH2:19][CH2:20][NH:21][CH2:22][CH2:23]1.[O:1]=[C:2]1[CH2:3][CH2:4][c:5]2[cH:6][cH:7][c:8]([O:12][CH2:13][CH2:14][CH2:15][CH:16]=[O:17])[n:9][c:10]2[NH:11]1>>[O:1]=[C:2]1[CH2:3][CH2:4][c:5]2[cH:6][cH:7][c:8]([O:12][CH2:13][CH2:14][CH2:15][CH2:16][N:21]3[CH2:20][CH2:19][N:18]([c:24]4[cH:25][cH:26][cH:27][c:28]5[n:29][c:30]([C:33]([F:34])([F:35])[F:36])[nH:31][c:32]45)[CH2:23][CH2:22]3)[n:9][c:10]2[NH:11]1. Starting materials: CN1CC2C=3C=CC=CC3OC=4C=CC(=CC4C2C1)Cl.P(=O)([O-])([O-])[O-] (asenapine phosphate), solution, C([O-])(O)=O.[Na+] (sodium bicarbonate). Solvent: C1(=CC=CC=C1)C (Toluene). Yields the product CN1CC2C=3C=CC=CC3OC=4C=CC(=CC4C2C1)Cl (asenapine). Isolated yield 86.9%. As a reaction SMILES: [CH3:1][N:2]1[CH2:19][CH:18]2[CH:4]([C:5]3[CH:6]=[CH:7][CH:8]=[CH:9][C:10]=3[O:11][C:12]3[CH:13]=[CH:14][C:15]([Cl:20])=[CH:16][C:17]=32)[CH2:3]1.P([O-])([O-])([O-])=O.C(=O)(O)[O-].[Na+]>C1(C)C=CC=CC=1>[CH3:1][N:2]1[CH2:19][CH:18]2[CH:4]([C:5]3[CH:6]=[CH:7][CH:8]=[CH:9][C:10]=3[O:11][C:12]3[CH:13]=[CH:14][C:15]([Cl:20])=[CH:16][C:17]=32)[CH2:3]1 |f:0.1,2.3|. Reported procedure: 1.38 Kg of asenapine phosphate is loaded into a reactor. Toluene (15 L) is added, and the suspension is placed under stirring. A 9% solution of sodium bicarbonate (15 L) is added by dripping. The solution is left under stirring at 25° C. for 30 minutes. The lower aqueous phase is eliminated. The organic phase is washed with water (2×7 L). The solvent is evaporated under vacuum, obtaining asenapine base (0.90 Kg) in the form of oil. Isopropanol (12 L) is loaded into the reactor and dissolved by h...